Dataset: the Open Reaction Database (ORD), a public repository of structured organic reaction records. Task: describe an organic reaction: reactants, conditions, products, and yield Starting materials: C1OC=2C(=CC3=C(CC(NN=C3C3=CC(=CC=C3)[N+](=O)[O-])=O)C2)O1 (7,8-methylenedioxy-1-(3-nitrophenyl)-3,5-dihydro-2,3-benzodiazepin-4(4H)-one), O.NN (hydrazine hydrate), Cl (HCl). Reagents/catalysts: [Ni] (Ni). Run in C(C)O (ethanol). Conditions: time 24 hour. Yields the product NC=1C=C(C=CC1)C1=NNC(CC2=C1C=C1C(=C2)OCO1)=O (1-(3-Aminophenyl)-7,8-methylenedioxy-3,5-dihydro-2,3-benzodiazepin-4(4H)-one). The yield is 33.3%. RXN SMILES: [CH2:1]1[O:24][C:4]2=[CH:5][C:6]3[C:12]([C:13]4[CH:18]=[CH:17][CH:16]=[C:15]([N+:19]([O-])=O)[CH:14]=4)=[N:11][NH:10][C:9](=[O:22])[CH2:8][C:7]=3[CH:23]=[C:3]2[O:2]1.O.NN.Cl>C(O)C.[Ni]>[NH2:19][C:15]1[CH:14]=[C:13]([C:12]2[C:6]3[CH:5]=[C:4]4[O:24][CH2:1][O:2][C:3]4=[CH:23][C:7]=3[CH2:8][C:9](=[O:22])[NH:10][N:11]=2)[CH:18]=[CH:17][CH:16]=1 |f:1.2|. Procedure details: To a suspension of 7,8-methylenedioxy-1-(3-nitrophenyl)-3,5-dihydro-2,3-benzodiazepin-4(4H)-one (20 mg, 0.061 mmol) in ethanol (5 ml,) was added Raney Ni (54 mg), hydrazine hydrate (40 μL, 0.71 mmol), and 2N HCl (60 μL, 0.12 mmol). The mixture was stirred at room temperature for 24 h. The solid Ni was filtered out. The filtrate was concentrated in vacuo and the resulting residue was purified by chromatography (10:1 CHCl3 /EtOH) to afford the title compound as a tan solid (6 mg, 33%), mp: 118°-12... The reactants are [H-].[Na+] (sodium hydride), [I-].C[S+](=O)(C)C (trimethylsulphoxonium iodide), ClC1=CC=C(C=C1)C(=O)C1(CC1)OC (1-methoxy-cyclopropyl 4-chlorophenyl ketone), C(C)(=O)OCC (ethyl acetate), ice water. Solvent: CS(=O)C (dimethyl sulphoxide), CS(=O)C (dimethyl sulphoxide). Run at time 30 minute. Product: COC1(CC1)C1(OC1)C1=CC=C(C=C1)Cl (2-(1-methoxy-cyclopropyl)-2-(4-chlorophenyl)-oxirane). The yield is 84.0%. As a reaction SMILES: [H-].[Na+].[I-].C[S+](C)(C)=O.[Cl:9][C:10]1[CH:15]=[CH:14][C:13]([C:16]([C:18]2([O:21][CH3:22])[CH2:20][CH2:19]2)=[O:17])=[CH:12][CH:11]=1.[C:23](OCC)(=O)C>CS(C)=O>[CH3:22][O:21][C:18]1([C:16]2([C:13]3[CH:12]=[CH:11][C:10]([Cl:9])=[CH:15][CH:14]=3)[CH2:23][O:17]2)[CH2:20][CH2:19]1 |f:0.1,2.3|. Procedure: A suspension of 0.82 g (0.0342 mol) of sodium hydride, 7.5 g (0.0342 mol) of trimethylsulphoxonium iodide and 50 ml of dimethyl sulphoxide is initially stirred at room temperature for 30 minutes and then a solution of 6.0 g (0.0285 mol) of 1-methoxy-cyclopropyl 4-chlorophenyl ketone in 10 ml of dimethyl sulphoxide is added at 10° C. After addition is complete, the mixture is warmed to room temperature and stirred for a further 3 hours. 10 ml of ethyl acetate are then added to the reaction mixtur... The reactants are N1C(=CC2=C1CN(CC2)C(=O)OC(C)(C)C)C(=O)OCC (6-tert-butyl 2-ethyl 1,4,5,7-tetrahydro-6H-pyrrolo[2,3-c]pyridine-2,6-dicarboxylate), [H-].[Na+] (NaH), CI (Methyl iodide). Solvent: C1CCOC1 (THF). Conditions: time 30 minute. The product is CN1C(=CC2=C1CN(CC2)C(=O)OC(C)(C)C)C(=O)OCC (6-tert-butyl 2-ethyl 1-methyl-1,4,5,7-tetrahydro-6H-pyrrolo[2,3-c]pyridine-2,6-dicarboxylate). Reaction SMILES: [NH:1]1[C:5]2[CH2:6][N:7]([C:10]([O:12][C:13]([CH3:16])([CH3:15])[CH3:14])=[O:11])[CH2:8][CH2:9][C:4]=2[CH:3]=[C:2]1[C:17]([O:19][CH2:20][CH3:21])=[O:18].[H-].[Na+].[CH3:24]I>C1COCC1>[CH3:24][N:1]1[C:5]2[CH2:6][N:7]([C:10]([O:12][C:13]([CH3:16])([CH3:15])[CH3:14])=[O:11])[CH2:8][CH2:9][C:4]=2[CH:3]=[C:2]1[C:17]([O:19][CH2:20][CH3:21])=[O:18] |f:1.2|. Procedure details: To a solution of 6-tert-butyl 2-ethyl 1,4,5,7-tetrahydro-6H-pyrrolo[2,3-c]pyridine-2,6-dicarboxylate (1.0 eq) in dry THF was added NaH (1.2 eq) at 0° C. and reaction mixture was stirred at room temperature for 30 min. Methyl iodide (6.0 eq.) was added and stirred further at room temperature for 3 hrs. Reaction mixture was quenched with water and extracted with dichloromethane, over anhydrous sodium sulfate and concentrated under reduced pressure to afford crude product, which, on purification by... Reactants: CCOC(=O)CBr, CCOC(=O)C(C)O, O=C([O-])[O-], CN(C)C=O, [K+], [K+], O. Product: CCOC(=O)COC(C)C(=O)OCC. RXN SMILES: [Br:15][CH2:16][C:17](=[O:18])[O:19][CH2:20][CH3:21].[C:1]([CH:2]([OH:3])[CH3:4])(=[O:5])[O:6][CH2:7][CH3:8].[C:9](=[O:10])([O-:11])[O-:12].[CH3:22][N:23]([CH3:24])[CH:25]=[O:26].[K+:13].[K+:14].[OH2:27]>>[C:1]([CH:2]([O:3][CH2:16][C:17](=[O:18])[O:19][CH2:20][CH3:21])[CH3:4])(=[O:5])[O:6][CH2:7][CH3:8]. Reactants: CN(S(=O)(=O)N1C(=NC2=C1C=C(C(=C2)Cl)Cl)Cl)C (2,5,6-trichloro-benzoimidazole-1-sulfonic acid dimethylamide), C(C)OC(=O)C=1C=NNC1 (1H-pyrazole-4-carboxylic acid ethyl ester), C(=O)([O-])[O-].[K+].[K+] (K2CO3), CN(S(=O)(=O)N1C(=NC2=C1C=C(C(=C2)Cl)Cl)Cl)C (2,5,6-trichloro-benzoimidazole-1-sulfonic acid dimethylamide), C(=O)([O-])[O-].[K+].[K+] (K2CO3), CN(S(=O)(=O)Cl)C (dimethylsulfamoyl chloride), ClC1=NC2=C(N1)C=C(C(=C2)Cl)Cl (2,5,6-Trichloro-1H-benzoimidazole). Run in O (water), CN(C)C=O (DMF). Run at time 16 hour. Yields the product C(C)OC(=O)C=1C=NN(C1)C1=NC2=C(N1S(N(C)C)(=O)=O)C=C(C(=C2)Cl)Cl (1-(5,6-Dichloro-1-dimethylsulfamoyl-1H-benzoimidazol-2-yl)-1H-pyrazole-4-carboxylic acid ethyl ester). RXN SMILES: ClC1NC2C=C(Cl)C(Cl)=CC=2N=1.C([O-])([O-])=O.[K+].[K+].CN(C)S(Cl)(=O)=O.[CH3:26][N:27]([CH3:43])[S:28]([N:31]1[C:35]2[CH:36]=[C:37]([Cl:41])[C:38]([Cl:40])=[CH:39][C:34]=2[N:33]=[C:32]1Cl)(=[O:30])=[O:29].[CH2:44]([O:46][C:47]([C:49]1[CH:50]=[N:51][NH:52][CH:53]=1)=[O:48])[CH3:45]>CN(C=O)C.O>[CH2:44]([O:46][C:47]([C:49]1[CH:50]=[N:51][N:52]([C:32]2[N:31]([S:28](=[O:30])(=[O:29])[N:27]([CH3:43])[CH3:26])[C:35]3[CH:36]=[C:37]([Cl:41])[C:38]([Cl:40])=[CH:39][C:34]=3[N:33]=2)[CH:53]=1)=[O:48])[CH3:45] |f:1.2.3|. Procedure: 2,5,6-Trichloro-1H-benzoimidazole 2 (27.6 g, 0.125 mol) was dissolved in dry DMF (200 mL) and then K2CO3 (20.7 g, 0.15 mol) and dimethylsulfamoyl chloride (17.9 g, 0.125 mol) were added. The reaction mixture was stirred at room temperature for 16 hours. HPLC analysis showed the complete formation of 2,5,6-trichloro-benzoimidazole-1-sulfonic acid dimethylamide. In the same pot, without isolation of 2,5,6-trichloro-benzoimidazole-1-sulfonic acid dimethylamide, was added 1H-pyrazole-4-carboxylic ac... Starting materials: NC1=C2C=C(N=CC2=CC=C1)CCNC(OC(C)(C)C)=O (tert-butyl 2-(5-aminoisoquinolin-3-yl)ethylcarbamate), FC(C1=CC=C(CN=C=O)C=C1)(F)F ([4-(trifluoromethyl)benzyl]isocyanate). The solvent is deuterated chloroform. Run at time 5 minute. The product is NCCC=1N=CC2=CC=CC(=C2C1)NC(=O)NCC1=CC=C(C=C1)C(F)(F)F (N-[3-(2-Aminoethyl)isoquinolin-5-yl]-N′-[4-(trifluoromethyl)benzyl]urea). The yield is 9.2%. As a reaction SMILES: [NH2:1][C:2]1[CH:11]=[CH:10][CH:9]=[C:8]2[C:3]=1[CH:4]=[C:5]([CH2:12][CH2:13][NH:14]C(=O)OC(C)(C)C)[N:6]=[CH:7]2.[F:22][C:23]([F:35])([F:34])[C:24]1[CH:33]=[CH:32][C:27]([CH2:28][N:29]=[C:30]=[O:31])=[CH:26][CH:25]=1>>[NH2:14][CH2:13][CH2:12][C:5]1[N:6]=[CH:7][C:8]2[C:3]([CH:4]=1)=[C:2]([NH:1][C:30]([NH:29][CH2:28][C:27]1[CH:26]=[CH:25][C:24]([C:23]([F:22])([F:35])[F:34])=[CH:33][CH:32]=1)=[O:31])[CH:11]=[CH:10][CH:9]=2. Reported procedure: To a solution of tert-butyl 2-(5-aminoisoquinolin-3-yl)ethylcarbamate (Description 116; 200 mg, 0.7 mmol) in deuterated chloroform (5 ml) was added [4-(trifluoromethyl)benzyl]isocyanate (0.506M solution in DCM) (Description 58; 1.38 ml, 0.7 mmol), and the resulting mixture heated at reflux overnight. The reaction mixture was cooled and the precipitate removed by filtration, washed with DCM and dried. The solid was dissolved in methanol (10 ml) and hydrogen chloride gas passed through the mixture... Reaction SMILES: [CH3:34][CH2:35][OH:36].[F:1][c:2]1[cH:3][cH:4][c:5]([CH:8]([O:9][CH2:10][CH2:11][N:12]2[CH2:13][CH2:14][CH:15]([CH:18]=[CH:19][C:20](=[O:21])[O:22][CH2:23][CH3:24])[CH2:16][CH2:17]2)[c:25]2[cH:26][cH:27][c:28]([F:31])[cH:29][cH:30]2)[cH:6][cH:7]1.[H:32][H:33]>>[F:1][c:2]1[cH:3][cH:4][c:5]([CH:8]([O:9][CH2:10][CH2:11][N:12]2[CH2:13][CH2:14][CH:15]([CH2:18][CH2:19][C:20](=[O:21])[O:22][CH2:23][CH3:24])[CH2:16][CH2:17]2)[c:25]2[cH:26][cH:27][c:28]([F:31])[cH:29][cH:30]2)[cH:6][cH:7]1. Yields the product CCOC(=O)CCC1CCN(CCOC(c2ccc(F)cc2)c2ccc(F)cc2)CC1. Reactants: CCO, CCOC(=O)C=CC1CCN(CCOC(c2ccc(F)cc2)c2ccc(F)cc2)CC1, [H][H]. Starting materials: O=C(Cl)c1ccc(F)cc1F, C1CCOC1, c1ccc(CN2CCNCC2)cc1. The product is O=C(c1ccc(F)cc1F)N1CCN(Cc2ccccc2)CC1. RXN SMILES: [F:14][c:15]1[c:16]([C:17](=[O:18])[Cl:19])[cH:20][cH:21][c:22]([F:24])[cH:23]1.[O:25]1[CH2:26][CH2:27][CH2:28][CH2:29]1.[c:1]1([CH2:7][N:8]2[CH2:9][CH2:10][NH:11][CH2:12][CH2:13]2)[cH:2][cH:3][cH:4][cH:5][cH:6]1>>[c:1]1([CH2:7][N:8]2[CH2:9][CH2:10][N:11]([C:17]([c:16]3[c:15]([F:14])[cH:23][c:22]([F:24])[cH:21][cH:20]3)=[O:18])[CH2:12][CH2:13]2)[cH:2][cH:3][cH:4][cH:5][cH:6]1. The reactants are N12CCCC(C(C1)=O)C2 ((±) 1-azabicyclo[3.2.1]octan-6-one), C12(C(=O)CC(CC1)C2(C)C)CS(=O)(=O)O ((+) camphorsulfonic acid). Solvent: C(C)O (ethanol), C(C)O (ethanol). Conditions: temperature 70 celsius. Yields the product C12(C(=O)CC(CC1)C2(C)C)CS(=O)(=O)O.N21CCCC(C(C2)=O)C1 ((-) 1-Azabicyclo[3.2.1]octan-6-one (+) camphorsulfonate). RXN SMILES: [N:1]12[CH2:9][CH:5]([C:6](=[O:8])[CH2:7]1)[CH2:4][CH2:3][CH2:2]2.[C:10]12([CH2:20][S:21]([OH:24])(=[O:23])=[O:22])[C:17]([CH3:19])([CH3:18])[CH:14]([CH2:15][CH2:16]1)[CH2:13][C:11]2=[O:12]>C(O)C>[C:10]12([CH2:20][S:21]([OH:24])(=[O:22])=[O:23])[C:17]([CH3:19])([CH3:18])[CH:14]([CH2:15][CH2:16]1)[CH2:13][C:11]2=[O:12].[N:1]12[CH2:9][CH:5]([C:6](=[O:8])[CH2:7]1)[CH2:4][CH2:3][CH2:2]2 |f:3.4|. Procedure details: To a solution of (±) 1-azabicyclo[3.2.1]octan-6-one (124 g, 1 mol) in ethanol (100 ml) was added a solution of (+) camphorsulfonic acid (232 g, 1.0 mol) in 200 ml ethanol. The mixture was heated to 70° C. and slowly cooled over 2 hours to 5° C. The precipitated crystals were collected by filtration and washed with cold ethanol (3×40 ml). The crude compound was crystallized from ethanol (150 ml) giving the title compound in 57.3 g yield. M.p. 267°≥268° C. (decomp.)⟦alpha⟧sub.D =+48° (water). The reactants are [N+](=O)([O-])C=1C(=C(C=C(C1)C(F)(F)F)N)N (3-nitro-5-trifluoromethyl-1,2-phenylenediamine), C(C(=O)O)(=O)O (oxalic acid). Run in Cl (HCl). The product is 0.502, [N+](=O)([O-])C1=C2NC(C(NC2=CC(=C1)C(F)(F)F)=O)=O (5-Nitro-7-trifluoromethyl-1,4-dihydro-2,3-quinoxalinedione). Isolated yield 72.0%. RXN SMILES: [N+:1]([C:4]1[C:5]([NH2:15])=[C:6]([NH2:14])[CH:7]=[C:8]([C:10]([F:13])([F:12])[F:11])[CH:9]=1)([O-:3])=[O:2].[C:16](O)(=[O:20])[C:17](O)=[O:18]>Cl>[N+:1]([C:4]1[CH:9]=[C:8]([C:10]([F:11])([F:12])[F:13])[CH:7]=[C:6]2[C:5]=1[NH:15][C:16](=[O:20])[C:17](=[O:18])[NH:14]2)([O-:3])=[O:2]. Procedure details: A suspension of 3-nitro-5-trifluoromethyl-1,2-phenylenediamine (0.560 g, 2.53 mmol) and oxalic acid (0.325 g, 2.58 mmol) in 2N HCl (8.5 mL) was refluxed for 6 h. The suspension was then cooled to r.t. and the solid filtered, washed with water (5.0 mL) and dried under vacuum to yield 0.502 (72%) of pure title compound as a yellow brown powder, m.p. 329°-332° C.; 1H NMR (DMSO-d6): 7.640 (s, 1H), 8.111 (s, 1H), 11.414 (s, 1H), 12.432 (1H).